This data is from the Open Reaction Database (ORD), a public repository of structured organic reaction records. The task is: describe an organic reaction: reactants, conditions, products, and yield Reactants: C(C)(=O)C=1C(=CC(=C(C1)NC(OC1=CC=CC=C1)=S)OC)C (Phenyl N-(5-acetyl-2-methoxy-4-methylphenyl)thiocarbamate), COC=1C=C(C=C(C1)OC)N1CCNCC1 (1-(3,5-dimethoxyphenyl)piperazine). Product: C(C)(=O)C=1C(=CC(=C(C1)NC(=S)N1CCN(CC1)C1=CC(=CC(=C1)OC)OC)OC)C (1-[(5-Acetyl-2-methoxy-4-methylphenyl)aminothiocarbonyl]-4-(3,5-dimethoxyphenyl)piperazine). Isolated yield 82.0%. RXN SMILES: [C:1]([C:4]1[C:5]([CH3:22])=[CH:6][C:7]([O:20][CH3:21])=[C:8]([NH:10][C:11](=[S:19])OC2C=CC=CC=2)[CH:9]=1)(=[O:3])[CH3:2].[CH3:23][O:24][C:25]1[CH:26]=[C:27]([N:33]2[CH2:38][CH2:37][NH:36][CH2:35][CH2:34]2)[CH:28]=[C:29]([O:31][CH3:32])[CH:30]=1>>[C:1]([C:4]1[C:5]([CH3:22])=[CH:6][C:7]([O:20][CH3:21])=[C:8]([NH:10][C:11]([N:36]2[CH2:35][CH2:34][N:33]([C:27]3[CH:26]=[C:25]([O:24][CH3:23])[CH:30]=[C:29]([O:31][CH3:32])[CH:28]=3)[CH2:38][CH2:37]2)=[S:19])[CH:9]=1)(=[O:3])[CH3:2]. Procedure: Phenyl N-(5-acetyl-2-methoxy-4-methylphenyl)thiocarbamate and 1-(3,5-dimethoxyphenyl)piperazine were reacted by the same way with the example 197 to obtain the titled compound. Starting materials: C1(C=CC(N1CCCCCC(=O)O)=O)=O (6-maleimidocaproic acid), S(=O)(Cl)Cl (thionyl chloride). Yields the product C1(C=CC(N1CCCCCC(=O)Cl)=O)=O (6-maleimidocaproic chloride). Reaction SMILES: [C:1]1(=[O:15])[N:5]([CH2:6][CH2:7][CH2:8][CH2:9][CH2:10][C:11](O)=[O:12])[C:4](=[O:14])[CH:3]=[CH:2]1.S(Cl)([Cl:18])=O>>[C:1]1(=[O:15])[N:5]([CH2:6][CH2:7][CH2:8][CH2:9][CH2:10][C:11]([Cl:18])=[O:12])[C:4](=[O:14])[CH:3]=[CH:2]1. Procedure: The 6-maleimidocaproic acid is reacted with excess thionyl chloride at 50° C. for three hours, and then the excess thionyl chloride is distilled off to leave 6-maleimidocaproic chloride. As a reaction SMILES: [C:1](=[O:3])=[O:2].[OH2:4].Cl.[C:6]1(C)[C:7]([CH3:12])=[CH:8][CH:9]=[CH:10][CH:11]=1>C1COCC1>[CH2:12]([O:4][C:6]1[C:7]([CH3:12])=[C:8]([CH:9]=[CH:10][CH:11]=1)[C:1]([OH:3])=[O:2])[C:7]1[CH:8]=[CH:9][CH:10]=[CH:11][CH:6]=1. Procedure details: 232.7 g of 2-benzyloxy-6-chlorotoluene (232.7 g, 1.0 mol) are subjected to a Grignard reaction with 26.7 g (1.1 mol) of magnesium turnings in 550 ml of THF. The brown-black solution of (3-benzyloxy-2-methylphenyl)magnesium chloride in THF formed therefrom is stirred until cold by means of an ice bath at 0° C. CO2 gas is passed into the stirred reaction mixture slowly such that the temperature does not exceed 10° C. The solid suspension in THF formed therefrom is hydrolyzed with cooling by slow a... The product is C(C1=CC=CC=C1)OC=1C(=C(C(=O)O)C=CC1)C (3-Benzyloxy-2-methylbenzoic acid). The reactants are C(=O)=O (CO2), C=1(C(=CC=CC1)C)C (xylene), O (water), Cl (hydrochloric acid). The solvent is C1CCOC1 (THF). Run at temperature 0 celsius. The reactants are CCOC(C)=O, CCN(C(C)C)C(C)C, O=C(Cl)Oc1ccc([N+](=O)[O-])cc1, CC(C)(C)OC(=O)n1cnc2c(N)cccc21, C1CCOC1, O=C1OC(c2ccccc2)(c2ccccc2)C2CNCCN12. The product is CC(C)(C)OC(=O)n1cnc2c(NC(=O)N3CCN4C(=O)OC(c5ccccc5)(c5ccccc5)C4C3)cccc21. Reaction SMILES: [CH3:67][CH2:68][O:69][C:70](=[O:71])[CH3:72].[CH:18]([N:19]([CH:20]([CH3:21])[CH3:22])[CH2:23][CH3:24])([CH3:25])[CH3:26].[Cl:27][C:28](=[O:29])[O:30][c:31]1[cH:32][cH:33][c:34]([N+:35]([O-:36])=[O:37])[cH:38][cH:39]1.[NH2:1][c:2]1[cH:3][cH:4][cH:5][c:6]2[n:7]([C:11](=[O:12])[O:13][C:14]([CH3:15])([CH3:16])[CH3:17])[cH:8][n:9][c:10]12.[O:62]1[CH2:63][CH2:64][CH2:65][CH2:66]1.[c:40]1([C:46]2([c:56]3[cH:57][cH:58][cH:59][cH:60][cH:61]3)[O:47][C:48](=[O:55])[N:49]3[CH:50]2[CH2:51][NH:52][CH2:53][CH2:54]3)[cH:41][cH:42][cH:43][cH:44][cH:45]1>>[NH:1]([c:2]1[cH:3][cH:4][cH:5][c:6]2[n:7]([C:11](=[O:12])[O:13][C:14]([CH3:15])([CH3:16])[CH3:17])[cH:8][n:9][c:10]12)[C:28](=[O:29])[N:52]1[CH2:51][CH:50]2[C:46]([c:40]3[cH:41][cH:42][cH:43][cH:44][cH:45]3)([c:56]3[cH:57][cH:58][cH:59][cH:60][cH:61]3)[O:47][C:48](=[O:55])[N:49]2[CH2:54][CH2:53]1. The reactants are CCC1C(NC(=O)OC(C)(C)C)C(=O)N1S(=O)(=O)O, CCCC[N+](CCCC)(CCCC)CCCC, O=CO, ClCCl. Yields the product CCC1C(N)C(=O)N1S(=O)(=O)O. Reaction SMILES: [C:1]([O:2][C:3](=[O:4])[NH:8][CH:9]1[C:10](=[O:19])[N:11]([S:15](=[O:16])(=[O:17])[OH:18])[CH:12]1[CH2:13][CH3:14])([CH3:5])([CH3:6])[CH3:7].[CH3:20][CH2:21][CH2:22][CH2:23][N+:24]([CH2:25][CH2:26][CH2:27][CH3:28])([CH2:29][CH2:30][CH2:31][CH3:32])[CH2:33][CH2:34][CH2:35][CH3:36].[CH:40]([OH:41])=[O:42].[Cl:37][CH2:38][Cl:39]>>[NH2:8][CH:9]1[C:10](=[O:19])[N:11]([S:15](=[O:16])(=[O:17])[OH:18])[CH:12]1[CH2:13][CH3:14]. Reactants: CCO, CCOC(=O)C=Cc1ccc(O)cn1. Product: CCOC(=O)CCc1ccc(O)cn1. Reaction SMILES: [CH3:15][CH2:16][OH:17].[OH:1][c:2]1[cH:3][cH:4][c:5]([CH:8]=[CH:9][C:10](=[O:11])[O:12][CH2:13][CH3:14])[n:6][cH:7]1>>[OH:1][c:2]1[cH:3][cH:4][c:5]([CH2:8][CH2:9][C:10](=[O:11])[O:12][CH2:13][CH3:14])[n:6][cH:7]1.